describe an organic reaction: reactants, conditions, products, and yield From a dataset of the Open Reaction Database (ORD), a public repository of structured organic reaction records. Procedure: Ammonia was passed at -30° C. into a solution of 130.3 g of 2-chlorosulfonylphenyl methanesulfonate in 1 l of tetrahydrofuran, and the conversion was checked by thin-layer chromatography. After the reaction was complete, the tetrahydrofuran was distilled off under reduced pressure from a water pump and the residue was triturated with water and diethyl ether. This gave 110.2 g (91%) of the title compound of melting point 131°-132° C. Reaction SMILES: [NH3:1].[CH3:2][S:3]([O:6][C:7]1[CH:12]=[CH:11][CH:10]=[CH:9][C:8]=1[S:13](Cl)(=[O:15])=[O:14])(=[O:5])=[O:4]>O1CCCC1>[CH3:2][S:3]([O:6][C:7]1[CH:12]=[CH:11][CH:10]=[CH:9][C:8]=1[S:13]([NH2:1])(=[O:15])=[O:14])(=[O:5])=[O:4]. The solvent is O1CCCC1 (tetrahydrofuran). Starting materials: N (Ammonia), CS(=O)(=O)OC1=C(C=CC=C1)S(=O)(=O)Cl (2-chlorosulfonylphenyl methanesulfonate). The product is CS(=O)(=O)OC1=C(C=CC=C1)S(=O)(=O)N (2-Aminosulfonylphenyl methanesulfonate). Starting materials: C(#N)C1=CC2=C(N(C([C@H]([C@@H](N2C(CS(=O)(=O)C)=O)C)NC([C@H](C)N(C(OC(C)(C)C)=O)C)=O)=O)CC2=C(C=CC3=CC=CC=C23)OC)C=C1 (tert-butyl(S)-1-((3S,4S)-7-cyano-1-((2-methoxynaphthalen-1-yl)methyl)-4-methyl-5-(2-(methylsulfonyl)acetyl)-2-oxo-2,3,4,5-tetrahydro-1H-benzo[b][1,4]diazepin-3-ylamino)-1-oxopropan-2-yl(methyl)carbamate), Cl (HCl). Run in O1CCOCC1 (dioxane), CCOCC (Et2O). Yields the product Cl.C(#N)C1=CC2=C(N(C([C@H]([C@@H](N2C(CS(=O)(=O)C)=O)C)NC([C@H](C)NC)=O)=O)CC2=C(C=CC3=CC=CC=C23)OC)C=C1 ((S)-N-((3S,4S)-7-cyano-1-((2-methoxynaphthalen-1-yl)methyl)-4-methyl-5-(2-(methylsulfonyl)acetyl)-2-oxo-2,3,4,5-tetrahydro-1H-benzo[b][1,4]diazepin-3-yl)-2-(methylamino)propanamide hydrochloride). Isolated yield 83.0%. RXN SMILES: [C:1]([C:3]1[CH:49]=[CH:48][C:6]2[N:7]([CH2:35][C:36]3[C:45]4[C:40](=[CH:41][CH:42]=[CH:43][CH:44]=4)[CH:39]=[CH:38][C:37]=3[O:46][CH3:47])[C:8](=[O:34])[C@@H:9]([NH:20][C:21](=[O:33])[C@@H:22]([N:24](C)[C:25](=O)OC(C)(C)C)[CH3:23])[C@H:10]([CH3:19])[N:11]([C:12](=[O:18])[CH2:13][S:14]([CH3:17])(=[O:16])=[O:15])[C:5]=2[CH:4]=1)#[N:2].[ClH:50]>O1CCOCC1.CCOCC>[ClH:50].[C:1]([C:3]1[CH:49]=[CH:48][C:6]2[N:7]([CH2:35][C:36]3[C:45]4[C:40](=[CH:41][CH:42]=[CH:43][CH:44]=4)[CH:39]=[CH:38][C:37]=3[O:46][CH3:47])[C:8](=[O:34])[C@@H:9]([NH:20][C:21](=[O:33])[C@@H:22]([NH:24][CH3:25])[CH3:23])[C@H:10]([CH3:19])[N:11]([C:12](=[O:18])[CH2:13][S:14]([CH3:17])(=[O:15])=[O:16])[C:5]=2[CH:4]=1)#[N:2] |f:4.5|. Procedure details: A rt solution of tert-butyl(S)-1-((3S,4S)-7-cyano-1-((2-methoxynaphthalen-1-yl)methyl)-4-methyl-5-(2-(methylsulfonyl)acetyl)-2-oxo-2,3,4,5-tetrahydro-1H-benzo[b][1,4]diazepin-3-ylamino)-1-oxopropan-2-yl(methyl)carbamate (55 mg, 79.5 μmol) in 4 M HCl in dioxane (398 μl) was stirred for 1 h. The reaction was diluted with Et2O and the solids were collected by vacuum filtration, taken up in MeCN—H2O, and lyophilized to provide (S)-N-((3S,4S)-7-cyano-1-((2-methoxynaphthalen-1-yl)methyl)-4-methyl-5-(2... The reactants are CC(CN1C(=NC=2C=NC=3C=C(C=CC3C21)O)CCC)C (1-(2-methylpropyl)-2-propyl-1H-imidazo[4,5-c]quinolin-7-ol), ICCC1CCN(CC1)C(=O)OC(C)(C)C (tert-butyl 4-(2-iodoethyl)piperidine-1-carboxylate). The product is CC(CN1C(=NC=2C=NC=3C=C(C=CC3C21)OCCC2CCN(CC2)C(=O)OC(C)(C)C)CCC)C (tert-butyl 4-(2-{[1-(2-methylpropyl)-2-propyl-1H-imidazo[4,5-c]quinolin-7-yl]oxy}ethyl)piperidine-1-carboxylate). RXN SMILES: [CH3:1][CH:2]([CH3:21])[CH2:3][N:4]1[C:16]2[C:15]3[CH:14]=[CH:13][C:12]([OH:17])=[CH:11][C:10]=3[N:9]=[CH:8][C:7]=2[N:6]=[C:5]1[CH2:18][CH2:19][CH3:20].I[CH2:23][CH2:24][CH:25]1[CH2:30][CH2:29][N:28]([C:31]([O:33][C:34]([CH3:37])([CH3:36])[CH3:35])=[O:32])[CH2:27][CH2:26]1>>[CH3:1][CH:2]([CH3:21])[CH2:3][N:4]1[C:16]2[C:15]3[CH:14]=[CH:13][C:12]([O:17][CH2:23][CH2:24][CH:25]4[CH2:26][CH2:27][N:28]([C:31]([O:33][C:34]([CH3:35])([CH3:37])[CH3:36])=[O:32])[CH2:29][CH2:30]4)=[CH:11][C:10]=3[N:9]=[CH:8][C:7]=2[N:6]=[C:5]1[CH2:18][CH2:19][CH3:20]. Procedure details: The general method described in Part L of Example 2 was used to treat 1-(2-methylpropyl)-2-propyl-1H-imidazo[4,5-c]quinolin-7-ol with tert-butyl 4-(2-iodoethyl)piperidine-1-carboxylate. After the work-up procedure, tert-butyl 4-(2-{[1-(2-methylpropyl)-2-propyl-1H-imidazo[4,5-c]quinolin-7-yl]oxy}ethyl)piperidine-1-carboxylate was isolated as a gray-brown solid and used without purification. Starting materials: ClCC(=O)C=1C=C2CCCCC2=CC1 (6-chloroacetyl-1,2,3,4-tetrahydro napthalene), Cl (hydrochloride), C(C1=CC=CC=C1)(=O)NC1CCNCC1 (4-benzamidopiperidine), CN(C)C (trimethylamine). Run in CN(C=O)C (dimethylformamide). Reaction conditions: time 3 day. Yields the product C1CCCC2=CC(=CC=C12)C(CN1CCC(CC1)NC(C1=CC=CC=C1)=O)=O (1-[2-(1,2,3,4-Tetrahydro-6-napthyl)-2-oxoethyl]-4-benzamidopiperidine). Reaction SMILES: Cl[CH2:2][C:3]([C:5]1[CH:6]=[C:7]2[C:12](=[CH:13][CH:14]=1)[CH2:11][CH2:10][CH2:9][CH2:8]2)=[O:4].[C:15]([NH:23][CH:24]1[CH2:29][CH2:28][NH:27][CH2:26][CH2:25]1)(=[O:22])[C:16]1[CH:21]=[CH:20][CH:19]=[CH:18][CH:17]=1.CN(C)C.Cl>CN(C)C=O>[CH2:11]1[C:12]2[C:7](=[CH:6][C:5]([C:3](=[O:4])[CH2:2][N:27]3[CH2:28][CH2:29][CH:24]([NH:23][C:15](=[O:22])[C:16]4[CH:21]=[CH:20][CH:19]=[CH:18][CH:17]=4)[CH2:25][CH2:26]3)=[CH:14][CH:13]=2)[CH2:8][CH2:9][CH2:10]1. Procedure details: A solution of 6-chloroacetyl-1,2,3,4-tetrahydro napthalene (20.87 g.), 4-benzamidopiperidine (20.4 g.) and trimethylamine (11.1 g.) in dimethylformamide (200 ml.). was stirred for 3 days at room temperature. The crystals which had formed during this time were then filtered off, washed and dried. A portion of this crystalline solid (4.0 g.) was dissolved in ethanol (50 ml.) and acidified with ethanol hydrogen chloride to give 4.0 g. of the hydrochloride of the title compound, m.p. 270° C. (decomp... Reactants: ClC=1C=C2C(=NC1C(C)N)C=CN2S(=O)(=O)C2=CC=C(C)C=C2 (1-(6-chloro-1-tosyl-1H-pyrrolo[3,2-b]pyridin-5-yl)ethanamine), CCN(C(C)C)C(C)C (DIPEA), ClC1=NC=CC(=N1)NC1=NNC(=C1)C1CC1 (2-chloro-N-(5-cyclopropyl-1H-pyrazol-3-yl)pyrimidin-4-amine). The solvent is CC(C)C(C(C)C)O (2,4-dimethyl-3-pentanol). Conditions: temperature 140 celsius. Yields the product ClC=1C=C2C(=NC1C(C)NC1=NC=CC(=N1)NC1=NNC(=C1)C1CC1)C=CN2S(=O)(=O)C2=CC=C(C)C=C2 (N2-(1-(6-chloro-1-tosyl-1H-pyrrolo[3,2-b]pyridin-5-yl)ethyl)-N4-(5-cyclopropyl-1H-pyrazol-3-yl)pyrimidine-2,4-diamine). Yield: 142.2%. As a reaction SMILES: [Cl:1][C:2]1[CH:3]=[C:4]2[N:13]([S:14]([C:17]3[CH:23]=[CH:22][C:20]([CH3:21])=[CH:19][CH:18]=3)(=[O:16])=[O:15])[CH:12]=[CH:11][C:5]2=[N:6][C:7]=1[CH:8]([NH2:10])[CH3:9].CCN(C(C)C)C(C)C.Cl[C:34]1[N:39]=[C:38]([NH:40][C:41]2[CH:45]=[C:44]([CH:46]3[CH2:48][CH2:47]3)[NH:43][N:42]=2)[CH:37]=[CH:36][N:35]=1>CC(C(O)C(C)C)C>[Cl:1][C:2]1[CH:3]=[C:4]2[N:13]([S:14]([C:17]3[CH:23]=[CH:22][C:20]([CH3:21])=[CH:19][CH:18]=3)(=[O:16])=[O:15])[CH:12]=[CH:11][C:5]2=[N:6][C:7]=1[CH:8]([NH:10][C:34]1[N:39]=[C:38]([NH:40][C:41]2[CH:45]=[C:44]([CH:46]3[CH2:48][CH2:47]3)[NH:43][N:42]=2)[CH:37]=[CH:36][N:35]=1)[CH3:9]. Procedure details: A mixture of 1-(6-chloro-1-tosyl-1H-pyrrolo[3,2-b]pyridin-5-yl)ethanamine (180 mg, 0.51 mmol), DIPEA (133 mg, 1.03 mmol), and 2-chloro-N-(5-cyclopropyl-1H-pyrazol-3-yl)pyrimidin-4-amine (97 mg, 0.41 mmol) in 2,4-dimethyl-3-pentanol (0.5 mL) was heated at 140° C. for 18 h. The reaction mixture was concentrated under reduced pressure to afford a crude 320 mg (41%) of N2-(1-(6-chloro-1-tosyl-1H-pyrrolo[3,2-b]pyridin-5-yl)ethyl)-N4-(5-cyclopropyl-1H-pyrazol-3-yl)pyrimidine-2,4-diamine as brown solid...